Dataset: the Open Reaction Database (ORD), a public repository of structured organic reaction records. Task: describe an organic reaction: reactants, conditions, products, and yield Starting materials: Cl (hydrochloric acid), Cl (hydrochloric acid), C([O-])([O-])=O.[K+].[K+] (potassium carbonate), C(CC(C)C)I (isopentyl iodide), CC(CC(=O)OC1=C(C=C(C=C1)C(=O)C=1N(C=C(C1)C(CC(C)C)=O)CCC(C)C)CCC(=O)OCC)C (2-(3-ethoxy-3-oxopropyl)-4-{[1-isopentyl-4-(3-methylbutanoyl)-1H-pyrrol-2-yl]carbonyl}phenyl 3-methylbutanoate), [OH-].[Na+] (sodium hydroxide). The solvent is C(Cl)(Cl)Cl (chloroform), O (Water), CN(C=O)C (N,N-dimethylformamide), O (water), C(C)(=O)OCC (ethyl acetate), O1CCCC1 (tetrahydrofuran), C(C)O (ethanol). Run at time 1 hour. The product is C(CC(C)C)N1C(=CC(=C1)C(CC(C)C)=O)C(=O)C=1C=CC(=C(C1)CCC(=O)OCCC(C)C)OCCC(C)C (isopentyl 3-[5-{[1-isopentyl-4-(3-methylbutanoyl)-1H-pyrrol-2-yl]carbonyl}-2-(isopentyloxy)phenyl]propanoate). RXN SMILES: [CH3:1][CH:2]([CH3:38])[CH2:3][C:4]([O:6][C:7]1[CH:12]=[CH:11][C:10]([C:13]([C:15]2[N:16]([CH2:26][CH2:27][CH:28]([CH3:30])[CH3:29])[CH:17]=[C:18]([C:20](=[O:25])[CH2:21][CH:22]([CH3:24])[CH3:23])[CH:19]=2)=[O:14])=[CH:9][C:8]=1[CH2:31][CH2:32][C:33]([O:35][CH2:36][CH3:37])=[O:34])=O.[OH-].[Na+].Cl.C(=O)([O-])[O-].[K+].[K+].[CH2:48](I)[CH2:49][CH:50](C)C>O1CCCC1.CN(C)C=O.O.C(OCC)(=O)C.C(Cl)(Cl)Cl.C(O)C>[CH2:26]([N:16]1[CH:17]=[C:18]([C:20](=[O:25])[CH2:21][CH:22]([CH3:23])[CH3:24])[CH:19]=[C:15]1[C:13]([C:10]1[CH:11]=[CH:12][C:7]([O:6][CH2:4][CH2:3][CH:2]([CH3:1])[CH3:38])=[C:8]([CH2:31][CH2:32][C:33]([O:35][CH2:36][CH2:37][CH:49]([CH3:50])[CH3:48])=[O:34])[CH:9]=1)=[O:14])[CH2:27][CH:28]([CH3:29])[CH3:30] |f:1.2,4.5.6|. Procedure details: A solution of 0.68 g of 2-(3-ethoxy-3-oxopropyl)-4-{[1-isopentyl-4-(3-methylbutanoyl)-1H-pyrrol-2-yl]carbonyl}phenyl 3-methylbutanoate in 4 ml of tetrahydrofuran is dropwise added to a mixture of 14 ml of ethanol and 13 ml of 1 mol/L sodium hydroxide solution at 40-50° C., and the mixture thus obtained is stirred at the same temperature as above for one hour. Water and chloroform are added to the reaction mixture, pH is adjusted to 2 with 6 mol/L hydrochloric acid, and the organic layer is separ... Starting materials: COC=1C=C(C=CC1)NC1=C(C=NC2=C(C=C(C=C12)S(=O)(=O)C1=CC(=CC=C1)C(NCCCCCCCC=O)=O)C)C(=O)N (4-[(3-Methoxyphenyl)amino]-8-methyl-6-[[3-[(8-oxooctyl)carbamoyl]phenyl]sulfonyl]quinoline-3-carboxamide), OCCCC#CC1=C(C=C(C=C1)NC(=O)C=1C=C(C=CC1)S(=O)(=O)C=1C=C2C(=C(C=NC2=C(C1)C)C(=O)N)NC1=CC(=CC=C1)OC)C (6-((3-((4-(5-hydroxypent-1-yn-1-yl)-3-methylphenyl)carbamoyl)phenyl)sulfonyl)-4-((3-methoxyphenyl)amino)-8-methylquinoline-3-carboxamide), C37H32N4O6S. Product: COC=1C=C(C=CC1)NC1=C(C=NC2=C(C=C(C=C12)S(=O)(=O)C1=CC(=CC=C1)C(NC1=CC(=C(C=C1)C#CCCC=O)C)=O)C)C(=O)N (4-((3-methoxyphenyl)amino)-8-methyl-6-((3-((3-methyl-4-(5-oxopent-1-yn-1-yl)phenyl)carbamoyl)phenyl)sulfonyl)quinoline-3-carboxamide). RXN SMILES: COC1C=C(NC2C3C(=C(C)C=C(S(C4C=CC=C(C(=O)NCCCCCCCC=O)C=4)(=O)=O)C=3)N=CC=2C(N)=O)C=CC=1.[OH:45][CH2:46][CH2:47][CH2:48][C:49]#[C:50][C:51]1[CH:56]=[CH:55][C:54]([NH:57][C:58]([C:60]2[CH:61]=[C:62]([S:66]([C:69]3[CH:70]=[C:71]4[C:76](=[C:77]([CH3:79])[CH:78]=3)[N:75]=[CH:74][C:73]([C:80]([NH2:82])=[O:81])=[C:72]4[NH:83][C:84]3[CH:89]=[CH:88][CH:87]=[C:86]([O:90][CH3:91])[CH:85]=3)(=[O:68])=[O:67])[CH:63]=[CH:64][CH:65]=2)=[O:59])=[CH:53][C:52]=1[CH3:92]>>[CH3:91][O:90][C:86]1[CH:85]=[C:84]([NH:83][C:72]2[C:71]3[C:76](=[C:77]([CH3:79])[CH:78]=[C:69]([S:66]([C:62]4[CH:63]=[CH:64][CH:65]=[C:60]([C:58](=[O:59])[NH:57][C:54]5[CH:55]=[CH:56][C:51]([C:50]#[C:49][CH2:48][CH2:47][CH:46]=[O:45])=[C:52]([CH3:92])[CH:53]=5)[CH:61]=4)(=[O:68])=[O:67])[CH:70]=3)[N:75]=[CH:74][C:73]=2[C:80]([NH2:82])=[O:81])[CH:89]=[CH:88][CH:87]=1. Procedure details: The title compound was synthesized in a manner analogous to that described in Intermediate 112, using Intermediate 75 as a substrate. ES/MS calcd. for C37H32N4O6S 660.2. Found m/z=661 (M+H)+.